This data is from the Open Reaction Database (ORD), a public repository of structured organic reaction records. The task is: describe an organic reaction: reactants, conditions, products, and yield The reactants are [H]C(C1=CC=C([N+]([O-])=O)C=C1)=O, ClC(C(O)=O)C(SCC)=O. Yields the product Cl/C(C(SCC)=O)=C\C1=CC=C([N+]([O-])=O)C=C1. Reaction conditions: temperature 25 celsius, time 24 hour. The reagents and catalysts are CN(C)c1ccncc1, 4Å Molecular Sieve, NCC1=CC=CC=C1.O=C(C(F)(F)F)O. The solvent is C1COCC1. The yield is 22.0%. The product is O=c1cc(Oc2ccccc2C(F)(F)F)cn[nH]1. Starting materials: ClCCl, O=c1[nH]ncc(Oc2ccccc2C(F)(F)F)c1Cl, [H][H], [Na+], [OH-], O. RXN SMILES: [CH2:24]([Cl:25])[Cl:26].[Cl:1][c:2]1[c:3](=[O:19])[nH:4][n:5][cH:6][c:7]1[O:8][c:9]1[c:10]([C:15]([F:16])([F:17])[F:18])[cH:11][cH:12][cH:13][cH:14]1.[H:22][H:23].[Na+:21].[OH-:20].[OH2:27]>>[cH:2]1[c:3](=[O:19])[nH:4][n:5][cH:6][c:7]1[O:8][c:9]1[c:10]([C:15]([F:16])([F:17])[F:18])[cH:11][cH:12][cH:13][cH:14]1. The reactants are [BH4-], O=C(O)c1cc(F)cc(Br)c1, COCCOCCOC, [Na+]. Product: OCc1cc(F)cc(Br)c1. RXN SMILES: [BH4-:1].[Br:3][c:4]1[cH:5][c:6]([C:7](=[O:8])[OH:9])[cH:10][c:11]([F:13])[cH:12]1.[CH3:14][O:15][CH2:16][CH2:17][O:18][CH2:19][CH2:20][O:21][CH3:22].[Na+:2]>>[Br:3][c:4]1[cH:5][c:6]([CH2:7][OH:8])[cH:10][c:11]([F:13])[cH:12]1.